Dataset: the Open Reaction Database (ORD), a public repository of structured organic reaction records. Task: describe an organic reaction: reactants, conditions, products, and yield Reactants: COC1CC(CCC1OC)CCN=C=O (2-(3, 4-dimethoxycyclohexyl) ethylisocyanate), FC=1C(NC(NC1)=O)=O (5-fluorouracil). Solvent: N1=CC=CC=C1 (pyridine). Conditions: temperature 90 celsius. The product is COC1CC(CCC1OC)CCNC(=O)N1C(=O)NC(=O)C(=C1)F (1-(3, 4-dimethoxycyclohexylethylcarbamoyl)-5-fluorouracil). The yield is 48.3%. Reaction SMILES: [CH3:1][O:2][CH:3]1[CH:8]([O:9][CH3:10])[CH2:7][CH2:6][CH:5]([CH2:11][CH2:12][N:13]=[C:14]=[O:15])[CH2:4]1.[F:16][C:17]1[C:18](=[O:24])[NH:19][C:20](=[O:23])[NH:21][CH:22]=1>N1C=CC=CC=1>[CH3:1][O:2][CH:3]1[CH:8]([O:9][CH3:10])[CH2:7][CH2:6][CH:5]([CH2:11][CH2:12][NH:13][C:14]([N:21]2[CH:22]=[C:17]([F:16])[C:18](=[O:24])[NH:19][C:20]2=[O:23])=[O:15])[CH2:4]1. Procedure details: A mixture of 2.12 g of 2-(3, 4-dimethoxycyclohexyl) ethylisocyanate, 1.5 g of 5-fluorouracil and 50 ml of pyridine was heated at 90° C. for 2 hr. The solution was cooled to 50° C. and pyridine was evaporated under reduced pressure. The residue was shaked in a mixture of 80 ml of dichloromethane and 100 ml of hydrochloric acid water, and the lower layer of the solution was dried and evaporated. The residue was chromatographed on silica gel and 1.65 g of 1-(3, 4-dimethoxycyclohexylethylcarbamoyl)-... Reactants: S(=O)(=O)(O)O.ClC=1NCCN1 (2-chloro-imidazoline sulfate), 2n, [OH-].[Na+] (NaOH), NC=1C2=CN(N=C2C=CC1)C (4-amino-2-methyl-indazole), ClC=1NCCN1 (2-chloro-imidazoline). Solvent: C(Cl)Cl (methylene chloride), C1CCOC1 (THF). Yields the product Cl.N1C(=NCC1)NC=1C2=CN(N=C2C=CC1)C (4-(2-Imidazolin-2-yl-amino)-2-methyl-indazole hydrochloride). Reaction SMILES: [NH2:1][C:2]1[C:3]2[C:7]([CH:8]=[CH:9][CH:10]=1)=[N:6][N:5]([CH3:11])[CH:4]=2.[Cl:12][C:13]1[NH:14][CH2:15][CH2:16][N:17]=1.S(O)(O)(=O)=O.ClC1NCCN=1.[OH-].[Na+]>C1COCC1.C(Cl)Cl>[ClH:12].[NH:17]1[CH2:16][CH2:15][N:14]=[C:13]1[NH:1][C:2]1[C:3]2[C:7]([CH:8]=[CH:9][CH:10]=1)=[N:6][N:5]([CH3:11])[CH:4]=2 |f:2.3,4.5,8.9|. Procedure details: 4 g 4-amino-2-methyl-indazole is dissolved in 120 ml THF. The solution is treated with a solution of 2-chloro-imidazoline base, which is prepared from 10 g 2-chloro-imidazoline sulfate (prepared according to J. Heteroc. Chem. 11, 258) with 2n NaOH in methylene chloride. RXN SMILES: [CH2:1]([N:3]1[CH2:7][CH2:6][C@H:5]([NH:8][C:9]([CH2:11][C:12]2[CH:17]=[C:16]([F:18])[CH:15]=[CH:14][C:13]=2[S:19]([NH:22][C:23]2[C:32]([C:33]([O:35][CH3:36])=[O:34])=[C:31]3[C:26]([CH:27]4[CH2:37][CH:28]4[CH2:29][O:30]3)=[CH:25][CH:24]=2)(=[O:21])=[O:20])=[O:10])[CH2:4]1)[CH3:2].C(CC1C=C(F)C=CC=1S(NC1C(C(OC)=O)=C2C(C3CC3CO2)=CC=1)(=O)=O)(O)=O>>[CH2:1]([N:3]1[CH2:7][CH2:6][C@@H:5]([NH:8][C:9]([CH2:11][C:12]2[CH:17]=[C:16]([F:18])[CH:15]=[CH:14][C:13]=2[S:19]([NH:22][C:23]2[C:32]([C:33]([O:35][CH3:36])=[O:34])=[C:31]3[C:26]([CH:27]4[CH2:37][CH:28]4[CH2:29][O:30]3)=[CH:25][CH:24]=2)(=[O:21])=[O:20])=[O:10])[CH2:4]1)[CH3:2]. Product: C(C)N1C[C@@H](CC1)NC(=O)CC1=C(C=CC(=C1)F)S(=O)(=O)NC1=CC=C2C3C(COC2=C1C(=O)OC)C3 (Methyl (1aRS,7bSR)-5-{2-[((R)-1-ethylpyrrolidin-3-ylcarbamoyl)methyl]-4-fluorobenzenesulfonylamino}-1,1a,2,7b-tetrahydrocyclopropa[c]chromene-4-carboxylate). Starting materials: C(C)N1C[C@H](CC1)NC(=O)CC1=C(C=CC(=C1)F)S(=O)(=O)NC1=CC=C2C3C(COC2=C1C(=O)OC)C3 (methyl (1aRS,7bSR)-5-{2-[((S)-1-ethylpyrrolidin-3-ylcarbamoyl)methyl]-4-fluorobenzenesulfonylamino}-1,1a,2,7b-tetrahydrocyclopropa[c]chromene-4-carboxylate), (R)-1-ethylpyrrolidin-3-ylamine ditrifluoroacetic acid salt, Intermediate 93, C(=O)(O)CC1=C(C=CC(=C1)F)S(=O)(=O)NC1=CC=C2C3C(COC2=C1C(=O)OC)C3 (methyl (1aRS,7bSR)-5-(2-carboxymethyl-4-fluorobenzenesulfonylamino)-1,1a,2,7b-tetrahydrocyclopropa[c]chromene-4-carboxylate), C(=O)(O)CC1=C(C=CC(=C1)F)S(=O)(=O)NC1=CC=C2C3C(COC2=C1C(=O)OC)C3 (methyl (1aRS,7bSR)-5-(2-carboxymethyl-4-fluorobenzenesulfonylamino)-1,1a,2,7b-tetrahydrocyclopropa[c]chromene-4-carboxylate). Procedure details: Prepared by proceeding in a similar manner to Intermediate 80, starting from methyl (1aRS,7bSR)-5-(2-carboxymethyl-4-fluorobenzenesulfonylamino)-1,1a,2,7b-tetrahydro-cyclopropa[c]chromene-4-carboxylate (Intermediate 83) and (R)-1-ethylpyrrolidin-3-ylamine ditrifluoroacetic acid salt (Intermediate 93) as a light brown foam.